Dataset: the Open Reaction Database (ORD), a public repository of structured organic reaction records. Task: describe an organic reaction: reactants, conditions, products, and yield Reactants: NCCC1CCN(Cc2ccccc2)CC1, CCOc1c(Nc2cccnc2)c(=O)c1=O, CCO. Yields the product O=c1c(NCCC2CCN(Cc3ccccc3)CC2)c(Nc2cccnc2)c1=O. Reaction SMILES: [CH2:17]([c:18]1[cH:19][cH:20][cH:21][cH:22][cH:23]1)[N:24]1[CH2:25][CH2:26][CH:27]([CH2:30][CH2:31][NH2:32])[CH2:28][CH2:29]1.[CH2:1]([O:2][c:4]1[c:5](=[O:16])[c:6](=[O:15])[c:7]1[NH:8][c:9]1[cH:10][n:11][cH:12][cH:13][cH:14]1)[CH3:3].[CH3:33][CH2:34][OH:35]>>[c:4]1([NH:32][CH2:31][CH2:30][CH:27]2[CH2:26][CH2:25][N:24]([CH2:17][c:18]3[cH:19][cH:20][cH:21][cH:22][cH:23]3)[CH2:29][CH2:28]2)[c:5](=[O:16])[c:6](=[O:15])[c:7]1[NH:8][c:9]1[cH:10][n:11][cH:12][cH:13][cH:14]1.